This data is from the Open Reaction Database (ORD), a public repository of structured organic reaction records. The task is: describe an organic reaction: reactants, conditions, products, and yield Reactants: [H-].[Al+3].[Li+].[H-].[H-].[H-] (lithium aluminium hydride), O (water), S(O)(O)(=O)=O (sulphuric acid), FC1=C(C=CC(=C1)F)C1=C(C=C(C=C1)C(C(=O)OCC)C)O (ethyl 2-(2',4'-difluoro-2-hydroxy-4-biphenylyl)propionate). Run in CCOCC (ether), CCOCC (ether), light petroleum, CCOCC (ether). Yields the product FC1=C(C=CC(=C1)F)C1=C(C=C(C=C1)C(CO)C)O (2-(2',4'-difluoro-2-hydroxy-4-biphenylyl)propan-1-ol). RXN SMILES: [F:1][C:2]1[CH:7]=[C:6]([F:8])[CH:5]=[CH:4][C:3]=1[C:9]1[CH:14]=[CH:13][C:12]([CH:15]([CH3:21])[C:16](OCC)=[O:17])=[CH:11][C:10]=1[OH:22].[H-].[Al+3].[Li+].[H-].[H-].[H-].O.S(=O)(=O)(O)O>CCOCC>[F:1][C:2]1[CH:7]=[C:6]([F:8])[CH:5]=[CH:4][C:3]=1[C:9]1[CH:14]=[CH:13][C:12]([CH:15]([CH3:21])[CH2:16][OH:17])=[CH:11][C:10]=1[OH:22] |f:1.2.3.4.5.6|. Reported procedure: A solution of ethyl 2-(2',4'-difluoro-2-hydroxy-4-biphenylyl)propionate (2.0 g.), from the previous Example, in dry ether (40 ml.) was added over 15 minutes in dry ether (40 ml.). After stirring under reflux for 1.5 hours, excess lithium aluminium hydride was decomposed by the cautious addition of water and finally with 2N sulphuric acid (10 ml.). The product was isolated in ether, washed, dried, evaporated and distilled to give a thick translucent oil, setting to a hard glass on cooling. Tritur... Starting materials: BrC1=CC=C(CN(C(CCC2CCCC2)=O)C=2C=CC3=C(OC(OC3=O)(C)C)C2)C=C1 (N-(4-bromobenzyl)-3-cyclopentyl-N-(2,2-dimethyl-4-oxo-4H-1,3-benzodioxin-7-yl)propanamide), C(CC)OC1=CC=C(C=C1)C#C (4-(propoxy)-phenylacetylene). Product: C1(CCCC1)CCC(=O)N(CC1=CC=C(C=C1)C#CC1=CC=C(C=C1)OCCC)C=1C=CC2=C(OC(OC2=O)(C)C)C1 (3-cyclopentyl-N-(2,2-dimethyl-4-oxo-4H-1,3-benzodioxin-7-yl)-N-{4-[(4-propoxyphenyl)ethynyl]benzyl}propanamide). As a reaction SMILES: Br[C:2]1[CH:31]=[CH:30][C:5]([CH2:6][N:7]([C:17]2[CH:18]=[CH:19][C:20]3[C:25](=[O:26])[O:24][C:23]([CH3:28])([CH3:27])[O:22][C:21]=3[CH:29]=2)[C:8](=[O:16])[CH2:9][CH2:10][CH:11]2[CH2:15][CH2:14][CH2:13][CH2:12]2)=[CH:4][CH:3]=1.[CH2:32]([O:35][C:36]1[CH:41]=[CH:40][C:39]([C:42]#[CH:43])=[CH:38][CH:37]=1)[CH2:33][CH3:34]>>[CH:11]1([CH2:10][CH2:9][C:8]([N:7]([C:17]2[CH:18]=[CH:19][C:20]3[C:25](=[O:26])[O:24][C:23]([CH3:27])([CH3:28])[O:22][C:21]=3[CH:29]=2)[CH2:6][C:5]2[CH:4]=[CH:3][C:2]([C:43]#[C:42][C:39]3[CH:40]=[CH:41][C:36]([O:35][CH2:32][CH2:33][CH3:34])=[CH:37][CH:38]=3)=[CH:31][CH:30]=2)=[O:16])[CH2:15][CH2:14][CH2:13][CH2:12]1. Reported procedure: The titled compound was prepared following the procedure N using N-(4-bromobenzyl)-3-cyclopentyl-N-(2,2-dimethyl-4-oxo-4H-1,3-benzodioxin-7-yl)propanamide and 4-(propoxy)-phenylacetylene as a beige powder (59%). M+ (ESI): 566.2. HPLC, Rt: 6.17 min (Purity: 97.7%). Starting materials: CCOC(=O)c1c(NC(=O)C2C(C)(C)C2(C)C)sc2c1CCCC2, CC(C)C(C)N. The product is CC(C)C(C)NC(=O)c1c(NC(=O)C2C(C)(C)C2(C)C)sc2c1CCCC2. Reaction SMILES: [CH3:1][C:2]1([CH3:24])[CH:3]([C:7](=[O:8])[NH:9][c:10]2[s:11][c:12]3[c:13]([c:14]2[C:15]([O:17][CH2:16][CH3:18])=[O:19])[CH2:20][CH2:21][CH2:22][CH2:23]3)[C:4]1([CH3:5])[CH3:6].[CH3:25][CH:26]([CH:27]([CH3:28])[CH3:29])[NH2:30]>>[CH3:1][C:2]1([CH3:24])[CH:3]([C:7](=[O:8])[NH:9][c:10]2[s:11][c:12]3[c:13]([c:14]2[C:15](=[O:17])[NH:30][CH:26]([CH3:25])[CH:27]([CH3:28])[CH3:29])[CH2:20][CH2:21][CH2:22][CH2:23]3)[C:4]1([CH3:5])[CH3:6]. Starting materials: N#Cc1cccc(C(=O)O)c1, NCC(O)CN1CCC(Oc2ccc(Cl)c(Cl)c2)CC1. Yields the product N#Cc1cccc(C(=O)NCC(O)CN2CCC(Oc3ccc(Cl)c(Cl)c3)CC2)c1. As a reaction SMILES: [C:21](#[N:22])[c:23]1[cH:24][c:25]([C:26](=[O:27])[OH:28])[cH:29][cH:30][cH:31]1.[NH2:1][CH2:2][CH:3]([CH2:4][N:5]1[CH2:6][CH2:7][CH:8]([O:11][c:12]2[cH:13][c:14]([Cl:19])[c:15]([Cl:18])[cH:16][cH:17]2)[CH2:9][CH2:10]1)[OH:20]>>[NH:1]([CH2:2][CH:3]([CH2:4][N:5]1[CH2:6][CH2:7][CH:8]([O:11][c:12]2[cH:13][c:14]([Cl:19])[c:15]([Cl:18])[cH:16][cH:17]2)[CH2:9][CH2:10]1)[OH:20])[C:26]([c:25]1[cH:24][c:23]([C:21]#[N:22])[cH:31][cH:30][cH:29]1)=[O:27].